Dataset: the Open Reaction Database (ORD), a public repository of structured organic reaction records. Task: describe an organic reaction: reactants, conditions, products, and yield Solvent: ClCCl (dichloromethane). Starting materials: O1CCOC2=C1C=CC(=C2)N=C=O (2,3-Dihydrobenzo[1,4]dioxin-6-ylisocyanate), C(C)(C)(C)OC(=O)NC1=C(C=CC=C1)NC(C1=CC=C(C=C1)CNCCCN1CCN(CC1)C)=O (N-(2-t-butoxycarbonylaminophenyl)-4-[3-(4-methylpiperazin-1-yl)propylaminomethyl]benzamide). As a reaction SMILES: [O:1]1[C:6]2[CH:7]=[CH:8][C:9]([N:11]=[C:12]=[O:13])=[CH:10][C:5]=2[O:4][CH2:3][CH2:2]1.[C:14]([O:18][C:19]([NH:21][C:22]1[CH:27]=[CH:26][CH:25]=[CH:24][C:23]=1[NH:28][C:29](=[O:48])[C:30]1[CH:35]=[CH:34][C:33]([CH2:36][NH:37][CH2:38][CH2:39][CH2:40][N:41]2[CH2:46][CH2:45][N:44]([CH3:47])[CH2:43][CH2:42]2)=[CH:32][CH:31]=1)=[O:20])([CH3:17])([CH3:16])[CH3:15]>ClCCl>[C:14]([O:18][C:19]([NH:21][C:22]1[CH:27]=[CH:26][CH:25]=[CH:24][C:23]=1[NH:28][C:29](=[O:48])[C:30]1[CH:35]=[CH:34][C:33]([CH2:36][N:37]([CH2:38][CH2:39][CH2:40][N:41]2[CH2:46][CH2:45][N:44]([CH3:47])[CH2:43][CH2:42]2)[C:12]([NH:11][C:9]2[CH:8]=[CH:7][C:6]3[O:1][CH2:2][CH2:3][O:4][C:5]=3[CH:10]=2)=[O:13])=[CH:32][CH:31]=1)=[O:20])([CH3:16])([CH3:17])[CH3:15]. Product: C(C)(C)(C)OC(=O)NC1=C(C=CC=C1)NC(C1=CC=C(C=C1)CN(C(=O)NC1=CC2=C(OCCO2)C=C1)CCCN1CCN(CC1)C)=O (N-(2-t-Butoxycarbonylaminophenyl)-4-[3-(2,3-dihydrobenzo[1,4]dioxin-6-yl)-1-[3-(4-methylpiperazin-1-yl)propyl]ureidomethyl]benzamide). Isolated yield 94.0%. Procedure: 2,3-Dihydrobenzo[1,4]dioxin-6-ylisocyanate (0.11 mL, 0.80 mmol) was added to a solution of N-(2-t-butoxycarbonylaminophenyl)-4-[3-(4-methylpiperazin-1-yl)propylaminomethyl]benzamide (Reference Compound No. 4-1, 350 mg, 0.73 mmol) in anhydrous dichloromethane (15 mL), and then the reaction mixture was stirred at room temperature for 40 minutes. The reaction mixture was concentrated under reduced pressure, and then the residue was purified by silica gel column chromatography (chloroform-methanol) ... Starting materials: [BH4-].[Na+] (sodium borohydride), C(#N)C=1C=C2CCC=C(C2=CC1)C1=CN=CN1CC(=O)OCC (ethyl [5-(6-cyano-3,4-dihydronaphthalen-1-yl)imidazol-1-yl]acetate). Run in C(C)O (ethanol). Reaction conditions: time 2 hour. Product: OCCN1C=NC=C1C=1C=2C=CC(=CC2CCC1)C#N (5-[3-(2-Hydroxyethyl)-3H-imidazol-4-yl]-7,8-dihydronaphthalene-2-carbonitrile), SiO2. RXN SMILES: [BH4-].[Na+].[C:3]([C:5]1[CH:6]=[C:7]2[C:12](=[CH:13][CH:14]=1)[C:11]([C:15]1[N:19]([CH2:20][C:21](OCC)=[O:22])[CH:18]=[N:17][CH:16]=1)=[CH:10][CH2:9][CH2:8]2)#[N:4]>C(O)C>[OH:22][CH2:21][CH2:20][N:19]1[C:15]([C:11]2[C:12]3[CH:13]=[CH:14][C:5]([C:3]#[N:4])=[CH:6][C:7]=3[CH2:8][CH2:9][CH:10]=2)=[CH:16][N:17]=[CH:18]1 |f:0.1|. Reported procedure: 43.0 mmol of sodium borohydride are added in portions to a solution of 19.5 mmol of ethyl [5-(6-cyano-3,4-dihydronaphthalen-1-yl)imidazol-1-yl]acetate in 150 ml of ethanol at 0° C. The reaction mixture is stirred at room temperature for 2 hours and then evaporated. The residue is taken up in saturated aqueous sodium bicarbonate solution, and dichloromethane is added to the mixture. The reaction mixture is stirred at room temperature for 10 minutes and the phases are separated. The aqueous phase ... The reactants are [BH4-], CC(=O)c1cc(C)ccc1Nc1cc2c3c(c1)C1CNCCC1N3CCOC2, CO, CCOC(C)=O, [Na+]. Yields the product Cc1ccc(Nc2cc3c4c(c2)C2CNCCC2N4CCOC3)c(C(C)O)c1. Reaction SMILES: [BH4-:29].[CH2:1]1[CH2:2][O:3][CH2:4][c:5]2[cH:6][c:7]([NH:18][c:19]3[c:20]([C:26]([CH3:27])=[O:28])[cH:21][c:22]([CH3:25])[cH:23][cH:24]3)[cH:8][c:9]3[c:13]2[N:12]1[CH:11]1[CH:10]3[CH2:17][NH:16][CH2:15][CH2:14]1.[CH3:31][OH:32].[CH3:33][CH2:34][O:35][C:36](=[O:37])[CH3:38].[Na+:30]>>[CH2:1]1[CH2:2][O:3][CH2:4][c:5]2[cH:6][c:7]([NH:18][c:19]3[c:20]([CH:26]([CH3:27])[OH:28])[cH:21][c:22]([CH3:25])[cH:23][cH:24]3)[cH:8][c:9]3[c:13]2[N:12]1[CH:11]1[CH:10]3[CH2:17][NH:16][CH2:15][CH2:14]1. The reactants are C1(=CC=CC=C1)C(C(=O)N)(CCCNC)C1=CC=CC=C1 (2,2-diphenyl-5methylaminopentanamide), ClC1=CC=C(CCBr)C=C1 (4-chlorophenethyl bromide), C([O-])([O-])=O.[K+].[K+] (potassium carbonate). Run in C(C)#N (acetonitrile). The product is C1(=CC=CC=C1)C(C(=O)N)(CCCN(C)CCC1=CC=C(C=C1)Cl)C1=CC=CC=C1 (2,2-diphenyl-5-[N-(4-chlorophenethyl)-N-methylamino]pentanamide). Reaction SMILES: [C:1]1([C:7]([C:16]2[CH:21]=[CH:20][CH:19]=[CH:18][CH:17]=2)([CH2:11][CH2:12][CH2:13][NH:14][CH3:15])[C:8]([NH2:10])=[O:9])[CH:6]=[CH:5][CH:4]=[CH:3][CH:2]=1.[Cl:22][C:23]1[CH:31]=[CH:30][C:26]([CH2:27][CH2:28]Br)=[CH:25][CH:24]=1.C(=O)([O-])[O-].[K+].[K+]>C(#N)C>[C:1]1([C:7]([C:16]2[CH:21]=[CH:20][CH:19]=[CH:18][CH:17]=2)([CH2:11][CH2:12][CH2:13][N:14]([CH2:28][CH2:27][C:26]2[CH:30]=[CH:31][C:23]([Cl:22])=[CH:24][CH:25]=2)[CH3:15])[C:8]([NH2:10])=[O:9])[CH:2]=[CH:3][CH:4]=[CH:5][CH:6]=1 |f:2.3.4|. Reported procedure: A mixture containing 2,2-diphenyl-5methylaminopentanamide (0.3 g--see Preparation 3), 4-chlorophenethyl bromide (0.234 g--see Preparation 7), anhydrous potassium carbonate (0.4 g) and acetonitrile (10 ml) was heated under reflux for 5 hours. The mixture was concentrated in vacuo and the residue partitioned between dichloromethane (30 ml) and 10% aqueous potassium carbonate (30 ml). The layers were separated and the aqueous layer extracted with dichloromethane (3×20 ml). The combined dichlorometh...